From a dataset of the Open Reaction Database (ORD), a public repository of structured organic reaction records. describe an organic reaction: reactants, conditions, products, and yield Reactants: O=C(O)CC[P+](c1ccccc1)(c1ccccc1)c1ccccc1, C1CCOC1, CS(C)=O, [Cl-], Cl, [H-], [Na+], O, O=Cc1ccsc1. Product: O=C(O)CC=Cc1ccsc1. RXN SMILES: [C:4](=[O:5])([OH:6])[CH2:7][CH2:8][P+:9]([c:10]1[cH:11][cH:12][cH:13][cH:14][cH:15]1)([c:16]1[cH:17][cH:18][cH:19][cH:20][cH:21]1)[c:22]1[cH:23][cH:24][cH:25][cH:26][cH:27]1.[CH2:36]1[O:37][CH2:38][CH2:39][CH2:40]1.[CH3:41][S:42]([CH3:43])=[O:44].[Cl-:3].[ClH:35].[H-:2].[Na+:1].[OH2:45].[s:28]1[cH:29][c:30]([CH:33]=[O:34])[cH:31][cH:32]1>>[C:4](=[O:5])([OH:6])[CH2:7][CH:8]=[CH:33][c:30]1[cH:29][s:28][cH:32][cH:31]1. The reactants are NC1=C2CC(CN(C2=CC=C1)C)O (5-amino-1-methyl-1,2,3,4-tetrahydroquinolin-3-ol), ClC1=C(C=C(C=C1)N=C=O)C(F)(F)F (4-chloro-3-trifluoromethyl-phenyl isocyanate). The solvent is O1CCCC1 (tetrahydrofuran). Conditions: temperature 50 celsius, time 5 hour. Product: ClC1=C(C=C(C=C1)NC(=O)NC1=C2CC(CN(C2=CC=C1)C)O)C(F)(F)F (N-[4-chloro-3-(trifluoromethyl)phenyl]-N′-(3-hydroxy-1-methyl-1,2,3,4-tetrahydroquinolin-5-yl)urea). RXN SMILES: [NH2:1][C:2]1[CH:11]=[CH:10][CH:9]=[C:8]2[C:3]=1[CH2:4][CH:5]([OH:13])[CH2:6][N:7]2[CH3:12].[Cl:14][C:15]1[CH:20]=[CH:19][C:18]([N:21]=[C:22]=[O:23])=[CH:17][C:16]=1[C:24]([F:27])([F:26])[F:25]>O1CCCC1>[Cl:14][C:15]1[CH:20]=[CH:19][C:18]([NH:21][C:22]([NH:1][C:2]2[CH:11]=[CH:10][CH:9]=[C:8]3[C:3]=2[CH2:4][CH:5]([OH:13])[CH2:6][N:7]3[CH3:12])=[O:23])=[CH:17][C:16]=1[C:24]([F:25])([F:26])[F:27]. Reported procedure: A mixture of 5-amino-1-methyl-1,2,3,4-tetrahydroquinolin-3-ol and 4-chloro-3-trifluoromethyl-phenyl isocyanate in tetrahydrofuran is stirred at 50° C. for 5 hours. After removing the solvent, the resulting residue is purified by silica gel column chromatography to provide N-[4-chloro-3-(trifluoromethyl)phenyl]-N′-(3-hydroxy-1-methyl-1,2,3,4-tetrahydroquinolin-5-yl)urea. Reactants: O=C([O-])[O-], COc1cc(OC)nc(S(C)(=O)=O)n1, CC#N, [K+], [K+], COC(=O)c1c(O)cccc1C=Cc1ccccc1. Yields the product COC(=O)c1c(C=Cc2ccccc2)cccc1Oc1nc(OC)cc(OC)n1. Reaction SMILES: [C:34](=[O:35])([O-:36])[O-:37].[CH3:20][O:21][c:22]1[n:23][c:24]([S:30]([CH3:31])(=[O:32])=[O:33])[n:25][c:26]([O:28][CH3:29])[cH:27]1.[CH3:40][C:41]#[N:42].[K+:38].[K+:39].[OH:1][c:2]1[c:3]([C:4](=[O:5])[O:6][CH3:7])[c:8]([CH:12]=[CH:13][c:14]2[cH:15][cH:16][cH:17][cH:18][cH:19]2)[cH:9][cH:10][cH:11]1>>[O:1]([c:2]1[c:3]([C:4](=[O:5])[O:6][CH3:7])[c:8]([CH:12]=[CH:13][c:14]2[cH:15][cH:16][cH:17][cH:18][cH:19]2)[cH:9][cH:10][cH:11]1)[c:24]1[n:23][c:22]([O:21][CH3:20])[cH:27][c:26]([O:28][CH3:29])[n:25]1. Reactants: C=CC1=CC=CC=C1 (Styrene), C(=C)C1=CC=NC=C1 (4-vinylpyridine), C(=C)C1=C(C=CC=C1)C=C (divinylbenzene), N(=NC(C#N)(C)C)C(C#N)(C)C (azobisisobutyronitrile). The solvent is O (water). The product is C(=C)C1=CC=NC=C1.C(=C)C1=C(C=CC=C1)C=C.C=CC1=CC=CC=C1 (4-Vinylpyridine styrene-divinylbenzene). The yield is 843.7%. RXN SMILES: [CH2:1]=[CH:2][C:3]1[CH:8]=[CH:7][CH:6]=[CH:5][CH:4]=1.[CH:9]([C:11]1[CH:16]=[CH:15][N:14]=[CH:13][CH:12]=1)=[CH2:10].[CH:17]([C:19]1[CH:24]=[CH:23][CH:22]=[CH:21][C:20]=1[CH:25]=[CH2:26])=[CH2:18].N(C(C)(C)C#N)=NC(C)(C)C#N>O>[CH:9]([C:11]1[CH:16]=[CH:15][N:14]=[CH:13][CH:12]=1)=[CH2:10].[CH:17]([C:19]1[CH:24]=[CH:23][CH:22]=[CH:21][C:20]=1[CH:25]=[CH2:26])=[CH2:18].[CH2:1]=[CH:2][C:3]1[CH:8]=[CH:7][CH:6]=[CH:5][CH:4]=1 |f:5.6.7|. Reported procedure: Styrene (73 grams), 4-vinylpyridine (24 grams), 600 ml of water, divinylbenzene (4 grams), Natrasol 250H and azobisisobutyronitrile reacted as in Example 1. Obtained 88 grams of fine white solids, 3.3% nitrogen. Starting materials: OBO, CC(=O)[O-], CC(=O)[O-], CCOC(=O)c1cc(C)n(-c2ccc3cc(OC)ccc3c2)n1, CCOC(=O)c1cc(C)n[nH]1, ClCCl, [Cu+2], c1ccncc1. Yields the product CCOC(=O)c1cc(C)nn1-c1ccc2cc(OC)ccc2c1. As a reaction SMILES: [BH:1]([OH:2])[OH:3].[C:47]([O-:48])(=[O:49])[CH3:50].[C:52]([O-:53])(=[O:54])[CH3:55].[CH3:21][c:22]1[n:23](-[c:27]2[cH:28][c:29]3[cH:30][cH:31][c:32]([O:37][CH3:38])[cH:33][c:34]3[cH:35][cH:36]2)[n:24][c:25]([C:26]([O:39][CH2:40][CH3:41])=[O:42])[cH:43]1.[CH3:4][c:5]1[n:6][nH:7][c:8]([C:10](=[O:11])[O:12][CH2:13][CH3:14])[cH:9]1.[Cl:44][CH2:45][Cl:46].[Cu+2:51].[cH:15]1[cH:16][cH:17][n:18][cH:19][cH:20]1>>[CH3:4][c:5]1[n:6][n:7](-[c:27]2[cH:28][c:29]3[cH:30][cH:31][c:32]([O:37][CH3:38])[cH:33][c:34]3[cH:35][cH:36]2)[c:8]([C:10](=[O:11])[O:12][CH2:13][CH3:14])[cH:9]1. Reactants: BrCC1C(C1)(F)F (bromomethyl-2,2-difluorocyclopropane), BrCCCC(F)(F)F (4-bromo-1,1,1-trifluorobutane), CC=1N=C(SC1C(=O)OCC)N1C(NCC1)=O (ethyl 4-methyl-2-(2-oxoimidazolidin-1-yl)thiazole-5-carboxylate). Yields the product CC=1N=C(SC1C(=O)OCC)N1C(N(CC1)CCCC(F)(F)F)=O (ethyl 4-methyl-2-(2-oxo-3-(4,4,4-trifluorobutyl)imidazolidin-1-yl)thiazole-5-carboxylate). Isolated yield 98.0%. Reaction SMILES: BrCC1CC1(F)F.Br[CH2:9][CH2:10][CH2:11][C:12]([F:15])([F:14])[F:13].[CH3:16][C:17]1[N:18]=[C:19]([N:27]2[CH2:31][CH2:30][NH:29][C:28]2=[O:32])[S:20][C:21]=1[C:22]([O:24][CH2:25][CH3:26])=[O:23]>>[CH3:16][C:17]1[N:18]=[C:19]([N:27]2[CH2:31][CH2:30][N:29]([CH2:9][CH2:10][CH2:11][C:12]([F:15])([F:14])[F:13])[C:28]2=[O:32])[S:20][C:21]=1[C:22]([O:24][CH2:25][CH3:26])=[O:23]. Procedure details: Following the procedure as described in Preparation 13, making variations to replace bromomethyl-2,2-difluorocyclopropane with 4-bromo-1,1,1-trifluorobutane to react with ethyl 4-methyl-2-(2-oxoimidazolidin-1-yl)thiazole-5-carboxylate, the title compound was obtained in 98% yield: MS (ES+) m/z 366.1 (M+1).